From a dataset of the Open Reaction Database (ORD), a public repository of structured organic reaction records. describe an organic reaction: reactants, conditions, products, and yield The reactants are O=C([O-])O, CCC1(C(=O)Cl)CCCCCCC1, CCOC(=O)CN, Cl, [Na+], O. The product is CCOC(=O)CNC(=O)C1(CC)CCCCCCC1. As a reaction SMILES: [C:9](=[O:10])([OH:11])[O-:12].[CH2:14]([CH3:15])[C:16]1([C:24](=[O:25])[Cl:26])[CH2:17][CH2:18][CH2:19][CH2:20][CH2:21][CH2:22][CH2:23]1.[CH2:2]([CH3:3])[O:4][C:5]([CH2:6][NH2:7])=[O:8].[ClH:1].[Na+:13].[OH2:27]>>[CH2:2]([CH3:3])[O:4][C:5]([CH2:6][NH:7][C:24]([C:16]1([CH2:14][CH3:15])[CH2:17][CH2:18][CH2:19][CH2:20][CH2:21][CH2:22][CH2:23]1)=[O:25])=[O:8]. The reactants are C(C=C)NC(=O)C1=C(C2=C(N(C(C=C2)=O)C2=CC=CC=C2)S1)C1=CC=CC=C1 (N-Allyl-6-oxo-3.7-diphenyl-6,7-dihydrothieno[2,3-b]pyridine-2-carboxamide), C[N+]1(CCOCC1)[O-] (4-methylmorpholine N-oxide), C(=O)(O)[O-].[Na+] (NaHCO3). Reagents/catalysts: O=[Os](=O)(=O)=O (OsO4). Solvent: CC(=O)C.O (acetone water). Run at time 16 hour. Product: OC(CNC(=O)C1=C(C2=C(N(C(C=C2)=O)C2=CC=CC=C2)S1)C1=CC=CC=C1)CO (N-(2,3-dihydroxypropyl)-6-oxo-3,7-diphenyl-6,7-dihydrothieno[2,3-b]pyridine-2-carboxamide). Reaction SMILES: [CH2:1]([NH:4][C:5]([C:7]1[S:22][C:10]2[N:11]([C:16]3[CH:21]=[CH:20][CH:19]=[CH:18][CH:17]=3)[C:12](=[O:15])[CH:13]=[CH:14][C:9]=2[C:8]=1[C:23]1[CH:28]=[CH:27][CH:26]=[CH:25][CH:24]=1)=[O:6])[CH:2]=C.C[N+]1([O-])CC[O:33]CC1.[C:37]([O-:40])(O)=O.[Na+]>O=[Os](=O)(=O)=O.CC(C)=O.O>[OH:33][CH:2]([CH2:37][OH:40])[CH2:1][NH:4][C:5]([C:7]1[S:22][C:10]2[N:11]([C:16]3[CH:21]=[CH:20][CH:19]=[CH:18][CH:17]=3)[C:12](=[O:15])[CH:13]=[CH:14][C:9]=2[C:8]=1[C:23]1[CH:24]=[CH:25][CH:26]=[CH:27][CH:28]=1)=[O:6] |f:2.3,5.6|. Procedure details: To a stirred solution of the compound of Example 95 (50 mg) in 8:1 acetone-water (10 mL) was added 4-methylmorpholine N-oxide (100 mg) followed by a catalytic amount of OsO4. The reaction mixture was stirred for 16 h and then poured into saturated NaHCO3 solution (20 mL). The product was extracted with DCM (2×20 mL) and the combined organic fractions dried over MgSO4, filtered and solvent removed in vacuo. The crude product was purified by column chromatography (silica, 10% EtOH in DCM) to give ... Starting materials: ClC1=NC=CC=N1 (2-chloropyrimidine), N1CCNCC1 (piperazine), C1=C(C=CC2=CC=CC=C12)S(=O)(=O)O (2-naphtalenesulfonic acid). Run in C(C)O (ethanol), C(C)(C)O (isopropanol), C(C)(C)O (isopropanol). The product is N1(CCNCC1)C1=NC=CC=N1 (2-(1-piperazinyl)pyrimidine), product. Reaction SMILES: Cl[C:2]1[N:7]=[CH:6][CH:5]=[CH:4][N:3]=1.[NH:8]1[CH2:13][CH2:12][NH:11][CH2:10][CH2:9]1.C1C2C(=CC=CC=2)C=CC=1S(O)(=O)=O>C(O)C.C(O)(C)C>[N:8]1([C:2]2[N:7]=[CH:6][CH:5]=[CH:4][N:3]=2)[CH2:13][CH2:12][NH:11][CH2:10][CH2:9]1. Procedure: A mixture of 3.2 g of 2-chloropyrimidine and 12.1 g of anhydrous piperazine in 100 ml of absolute ethanol is heated at reflux for 18 hours, then it is thoroughly evaporated under reduced pressure and in the warm. The residue is taken up with 400 ml of diethyl ether, the solution thus obtained is washed with 10 ml of an aqueous solution of sodium hydroxide 1:1, then with 20 ml of water. The organic solution is dried over anhydrous sodium sulfate, filtered and evaporated to dryness under reduced p... The reactants are C[S-].[Na+] (Sodium thiomethoxide), [N+](=O)([O-])C1=C(C#N)C=CC(=C1)S(F)(F)(F)(F)F (2-nitro-4-pentafluorosulphanylbenzonitrile). The solvent is CC(=O)C (acetone). Reaction conditions: temperature 20 celsius, time 8 hour. Yields the product CSC1=C(C#N)C=CC(=C1)S(F)(F)(F)(F)F (2-methylthio-4-pentafluorosulphanylbenzonitrile). The yield is 39.6%. Reaction SMILES: [CH3:1][S-:2].[Na+].[N+]([C:7]1[CH:14]=[C:13]([S:15]([F:20])([F:19])([F:18])([F:17])[F:16])[CH:12]=[CH:11][C:8]=1[C:9]#[N:10])([O-])=O>CC(C)=O>[CH3:1][S:2][C:7]1[CH:14]=[C:13]([S:15]([F:20])([F:19])([F:18])([F:17])[F:16])[CH:12]=[CH:11][C:8]=1[C:9]#[N:10] |f:0.1|. Reported procedure: Sodium thiomethoxide (8.97 g) was added to a solution of 2-nitro-4-pentafluorosulphanylbenzonitrile (11.7 g) in acetone and stirred at 20° C. overnight, then evaporated and purified by column chromatography on silica gel eluting with ethyl acetate/hexane (3:97) to give 2-methylthio-4-pentafluorosulphanylbenzonitrile (4.65 g), m.p.101-102° C.